The task is: describe an organic reaction: reactants, conditions, products, and yield. This data is from the Open Reaction Database (ORD), a public repository of structured organic reaction records. The product is S1C(=CC=C1)CCNC(C#N)C1=C(C=CC=C1)Cl ([2-(2-thienyl)ethylamino](2-chlorophenyl)acetonitrile). Reported procedure: 104 g (1 mol) of sodium bisulfite is dissolved in the mixture of 900 ml of water and 250 ml of ethanol and to the solution 140.6 g (1 mol) o-chlorobenzaldehyde is added. After a few minutes the aldehyde bisulfite adduct precipitates in the form of white crystals, while the temperature raises to 40° C. After 1 hour of stirring 127.2 g (1 mol) of 2-(2-thienyl)ethylamine is added to the reaction mixture, then it was stirred at 50° C. for 2 hours. During this time the crystalline aldehyde bisulfite ... The solvent is O (water), C(C)O (ethanol), O (water). Conditions: temperature 40 celsius, time 2 hour. Reactants: S1C(=CC=C1)CCN (2-(2-thienyl)ethylamine), aldehyde bisulfite, S([O-])(O)=O.[Na+] (sodium bisulfite), solution, ClC1=C(C=O)C=CC=C1 (o-chlorobenzaldehyde), [C-]#N.[Na+] (sodium cyanide). Reaction SMILES: S(=O)(O)[O-].[Na+].[Cl:6][C:7]1[CH:14]=[CH:13][CH:12]=[CH:11][C:8]=1[CH:9]=O.[S:15]1[CH:19]=[CH:18][CH:17]=[C:16]1[CH2:20][CH2:21][NH2:22].[C-:23]#[N:24].[Na+]>O.C(O)C>[S:15]1[CH:19]=[CH:18][CH:17]=[C:16]1[CH2:20][CH2:21][NH:22][CH:9]([C:8]1[CH:11]=[CH:12][CH:13]=[CH:14][C:7]=1[Cl:6])[C:23]#[N:24] |f:0.1,4.5|.